From a dataset of the Open Reaction Database (ORD), a public repository of structured organic reaction records. describe an organic reaction: reactants, conditions, products, and yield The reactants are C1CCOC1, CCOC(=O)CNc1ccc(OC)nc1NC(COCc1ccccc1)CO[Si](C)(C)C(C)(C)C, [H-], [Na+]. Yields the product COc1ccc2c(n1)N(C(COCc1ccccc1)CO[Si](C)(C)C(C)(C)C)C(=O)CN2. As a reaction SMILES: [CH2:38]1[O:39][CH2:40][CH2:41][CH2:42]1.[CH3:3][C:4]([CH3:5])([CH3:6])[Si:7]([O:8][CH2:9][CH:10]([CH2:11][O:12][CH2:13][c:14]1[cH:15][cH:16][cH:17][cH:18][cH:19]1)[NH:20][c:21]1[n:22][c:23]([O:34][CH3:35])[cH:24][cH:25][c:26]1[NH:27][CH2:28][C:29](=[O:30])[O:31][CH2:32][CH3:33])([CH3:36])[CH3:37].[H-:2].[Na+:1]>>[CH3:3][C:4]([CH3:5])([CH3:6])[Si:7]([O:8][CH2:9][CH:10]([CH2:11][O:12][CH2:13][c:14]1[cH:15][cH:16][cH:17][cH:18][cH:19]1)[N:20]1[c:21]2[n:22][c:23]([O:34][CH3:35])[cH:24][cH:25][c:26]2[NH:27][CH2:28][C:29]1=[O:30])([CH3:36])[CH3:37]. Starting materials: [Si](C)(C)(C)C=[N+]=[N-] (TMSdiazomethane), C(CCC)[Li] (butyl lithium), FC1=C(C=CC(=C1)I)NC1=C(C#N)C=CN=C1 (3-[(2-fluoro-4-iodophenyl)amino]isonicotinonitrile). Solvent: CCOCC (ether), CCOCC (ether). Run at temperature 0 celsius, time 20 minute. Yields the product FC1=C(C=CC(=C1)I)NC=1C=NC=CC1C=1N=NNC1[Si](C)(C)C (N-(2-fluoro-4-iodophenyl)-4-[5-(trimethylsilyl)-1H-1,2,3-triazol-4-yl]pyridin-3-amine). The yield is 40.0%. RXN SMILES: [Si:1]([CH:5]=[N+:6]=[N-:7])([CH3:4])([CH3:3])[CH3:2].C([Li])CCC.[F:13][C:14]1[CH:19]=[C:18]([I:20])[CH:17]=[CH:16][C:15]=1[NH:21][C:22]1[CH:29]=[N:28][CH:27]=[CH:26][C:23]=1[C:24]#[N:25]>CCOCC>[F:13][C:14]1[CH:19]=[C:18]([I:20])[CH:17]=[CH:16][C:15]=1[NH:21][C:22]1[CH:29]=[N:28][CH:27]=[CH:26][C:23]=1[C:24]1[N:25]=[N:7][NH:6][C:5]=1[Si:1]([CH3:4])([CH3:3])[CH3:2]. Reported procedure: To a solution of TMSdiazomethane (2 M, 90 μL, 0.18 mmol) in ether (2 mL) at 0° C., was added butyl lithium (2.5 M, 72 μL, 0.18 mmol) dropwise. The mixture was stirred for 20 min at 0° C. 3-[(2-fluoro-4-iodophenyl)amino]isonicotinonitrile (50 mg, 0.15 mmol) was then added into the solution. The reaction was allowed to warm to room temperature and proceed for three days. The mixture was diluted with ether and washed with saturated ammonium chloride solution, water, and dried over solid Na2SO4. The... The reactants are BrC=1C(=NC(=NC1)Cl)NC(CC)CC ((5-Bromo-2-chloro-pyrimidin-4-yl)-(1-ethyl-propyl)-amine), C(CCC)[Sn](C#CC)(CCCC)CCCC (tributyl(1-propynyl)-tin). The reagents and catalysts are C=1C=CC(=CC1)[P](C=2C=CC=CC2)(C=3C=CC=CC3)[Pd]([P](C=4C=CC=CC4)(C=5C=CC=CC5)C=6C=CC=CC6)([P](C=7C=CC=CC7)(C=8C=CC=CC8)C=9C=CC=CC9)[P](C=1C=CC=CC1)(C=1C=CC=CC1)C=1C=CC=CC1 (Pd(PPh3)4). Solvent: CCOC(=O)C (EtOAc), C1(=CC=CC=C1)C (toluene). Run at temperature 120 celsius. The product is ClC1=NC=C(C(=N1)NC(CC)CC)C#CC ((2-Chloro-5-prop-1-ynyl-pyrimidin-4-yl)-(1-ethyl-propyl)-amine). The yield is 74.8%. Reaction SMILES: Br[C:2]1[C:3]([NH:9][CH:10]([CH2:13][CH3:14])[CH2:11][CH3:12])=[N:4][C:5]([Cl:8])=[N:6][CH:7]=1.[CH2:15]([Sn](CCCC)(CCCC)C#CC)[CH2:16][CH2:17]C>C1(C)C=CC=CC=1.CCOC(C)=O.C1C=CC([P]([Pd]([P](C2C=CC=CC=2)(C2C=CC=CC=2)C2C=CC=CC=2)([P](C2C=CC=CC=2)(C2C=CC=CC=2)C2C=CC=CC=2)[P](C2C=CC=CC=2)(C2C=CC=CC=2)C2C=CC=CC=2)(C2C=CC=CC=2)C2C=CC=CC=2)=CC=1>[Cl:8][C:5]1[N:4]=[C:3]([NH:9][CH:10]([CH2:13][CH3:14])[CH2:11][CH3:12])[C:2]([C:15]#[C:16][CH3:17])=[CH:7][N:6]=1 |^1:47,49,68,87|. Reported procedure: To a microwave vial is added a solution of (5-Bromo-2-chloro-pyrimidin-4-yl)-(1-ethyl-propyl)-amine (0.5 g, 1.80 mmol) in anhydrous toluene (10 ml), tributyl(1-propynyl)-tin (1.1 ml, 3.6 mmol) and 2 mol % of Pd(PPh3)4 (41.5 mg, 0.036 mmol). The reaction is heated at 120° C. for 1 hr by employing microwave. The reaction mixture is diluted with EtOAc, washed with sat. NaHCO3 aqueous solution and water, dried over Na2SO4, and concentrated in vacuo. Purification with column chromatography (SiO2, 1:5...